This data is from the Open Reaction Database (ORD), a public repository of structured organic reaction records. The task is: describe an organic reaction: reactants, conditions, products, and yield Starting materials: CC(C)(C)OC(=O)N1CCc2sccc2C1, CC#N, O=C1CCC(=O)N1Br. The product is CC(C)(C)OC(=O)N1CCc2sc(Br)cc2C1. RXN SMILES: [C:1]([CH3:2])([CH3:3])([CH3:4])[O:5][C:6](=[O:7])[N:8]1[CH2:9][c:10]2[c:11]([s:14][cH:15][cH:16]2)[CH2:12][CH2:13]1.[CH3:25][C:26]#[N:27].[O:17]=[C:18]1[N:19]([Br:24])[C:20](=[O:21])[CH2:22][CH2:23]1>>[C:1]([CH3:2])([CH3:3])([CH3:4])[O:5][C:6](=[O:7])[N:8]1[CH2:9][c:10]2[c:11]([s:14][c:15]([Br:24])[cH:16]2)[CH2:12][CH2:13]1. The reactants are [BH4-], CCOC(C)=O, CO, CC(C)(C)OC(=O)Nc1cccc(C(=O)c2cc(Cl)ccc2N)c1, [Na+]. Product: CC(C)(C)OC(=O)Nc1cccc(C(O)c2cc(Cl)ccc2N)c1. RXN SMILES: [BH4-:27].[CH2:29]([O:30][C:31](=[O:32])[CH3:33])[CH3:34].[CH3:1][OH:2].[NH2:3][c:4]1[c:5]([C:6](=[O:7])[c:8]2[cH:9][c:10]([NH:14][C:15](=[O:16])[O:17][C:18]([CH3:19])([CH3:20])[CH3:21])[cH:11][cH:12][cH:13]2)[cH:22][c:23]([Cl:26])[cH:24][cH:25]1.[Na+:28]>>[NH2:3][c:4]1[c:5]([CH:6]([OH:7])[c:8]2[cH:9][c:10]([NH:14][C:15](=[O:16])[O:17][C:18]([CH3:19])([CH3:20])[CH3:21])[cH:11][cH:12][cH:13]2)[cH:22][c:23]([Cl:26])[cH:24][cH:25]1. Starting materials: CC(C)(C#N)N=NC(C)(C)C#N (AIBN), SO2Cl2, CC=1C=C2C(=NC1)C(=O)OC2=O (5-methyl-2,3-pyridine dicarboxylic acid anhydride), ClC1=CC=CC=C1 (chlorobenzene). As a reaction SMILES: [CH3:1][C:2]1[CH:3]=[C:4]2[C:11](=[O:12])[O:10][C:8](=[O:9])[C:5]2=[N:6][CH:7]=1.CC(N=NC(C#N)(C)C)(C#N)C.[Cl:25]C1C=CC=CC=1>>[Cl:25][CH2:1][C:2]1[CH:3]=[C:4]2[C:11](=[O:12])[O:10][C:8](=[O:9])[C:5]2=[N:6][CH:7]=1. Product: ClCC=1C=C2C(=NC1)C(=O)OC2=O (5-chloromethyl-2,3-pyridine dicarboxylic acid anhydride). Procedure: 106.8 g (0.65 mol) of 5-methyl-2,3-pyridine dicarboxylic acid anhydride were dissolved in 427 g chlorobenzene and heated up to 85° C. A solution of 0.64 g (0.004 mol) AIBN in 99.0 g (0.66 mol) SO2Cl2 was added during 45 min. The mixture was stirred for additional 90 min at 85° C. Chlorobenzene was partly distilled off and the solution was cooled to 10° C. via 10 h ramp. The precipitate was filtered off and washed with chlorobenzene/hexane. Conditions: temperature 85 celsius, time 90 minute. The reactants are ice water, N1N=C(C=C1)C1=CN(C=2N=CN=C(C21)N[C@@H](C)C2=NN1C(C(N2C2=CC=CC=C2)=O)=C(C=C1)C)COCC[Si](C)(C)C ((S)-2-(1-((5-(1H-Pyrazol-3-yl)-7-((2-(trimethylsilyl)ethoxy)methyl)-7H-pyrrolo[2,3-d]pyrimidin-4-yl)amino)ethyl)-5-methyl-3-phenylpyrrolo[2,1-f][1,2,4]triazin-4(3H)-one), C([O-])([O-])=O.[Na+].[Na+] (sodium carbonate), COC=1C=C(C=CC1)B(O)O ((3-Methoxyphenyl)boronic acid), N1=CC=CC=C1 (pyridine). The reagents and catalysts are C(C)(=O)[O-].[Cu+2].C(C)(=O)[O-] (copper(II) acetate). Run in CN(C=O)C (N,N-dimethylformamide). Run at temperature 75 celsius, time 96 hour. Yields the product COC=1C=C(C=CC1)N1N=C(C=C1)C1=CN(C=2N=CN=C(C21)N[C@@H](C)C2=NN1C(C(N2C2=CC=CC=C2)=O)=C(C=C1)C)COCC[Si](C)(C)C ((S)-2-(1-((5-(1-(3-Methoxyphenyl)-1H-pyrazol-3-yl)-7-((2-(trimethylsilyl)ethoxy)methyl)-7H-pyrrolo[2,3-d]pyrimidin-4-yl)amino)ethyl)-5-methyl-3-phenylpyrrolo[2,1-f][1,2,4]triazin-4(3H)-one). Yield: 8.7%. Reaction SMILES: [NH:1]1[CH:5]=[CH:4][C:3]([C:6]2[C:14]3[C:13]([NH:15][C@H:16]([C:18]4[N:23]([C:24]5[CH:29]=[CH:28][CH:27]=[CH:26][CH:25]=5)[C:22](=[O:30])[C:21]5=[C:31]([CH3:34])[CH:32]=[CH:33][N:20]5[N:19]=4)[CH3:17])=[N:12][CH:11]=[N:10][C:9]=3[N:8]([CH2:35][O:36][CH2:37][CH2:38][Si:39]([CH3:42])([CH3:41])[CH3:40])[CH:7]=2)=[N:2]1.[CH3:43][O:44][C:45]1[CH:46]=[C:47](B(O)O)[CH:48]=[CH:49][CH:50]=1.N1C=CC=CC=1.C(=O)([O-])[O-].[Na+].[Na+]>CN(C)C=O.C([O-])(=O)C.[Cu+2].C([O-])(=O)C>[CH3:43][O:44][C:45]1[CH:50]=[C:49]([N:1]2[CH:5]=[CH:4][C:3]([C:6]3[C:14]4[C:13]([NH:15][C@H:16]([C:18]5[N:23]([C:24]6[CH:25]=[CH:26][CH:27]=[CH:28][CH:29]=6)[C:22](=[O:30])[C:21]6=[C:31]([CH3:34])[CH:32]=[CH:33][N:20]6[N:19]=5)[CH3:17])=[N:12][CH:11]=[N:10][C:9]=4[N:8]([CH2:35][O:36][CH2:37][CH2:38][Si:39]([CH3:40])([CH3:42])[CH3:41])[CH:7]=3)=[N:2]2)[CH:48]=[CH:47][CH:46]=1 |f:3.4.5,7.8.9|. Procedure: (S)-2-(1-((5-(1H-Pyrazol-3-yl)-7-((2-(trimethylsilyl)ethoxy)methyl)-7H-pyrrolo[2,3-d]pyrimidin-4-yl)amino)ethyl)-5-methyl-3-phenylpyrrolo[2,1-f][1,2,4]triazin-4(3H)-one (88 mg, 0.15 mmol) was dissolved in N,N-dimethylformamide (1.5 ml). (3-Methoxyphenyl)boronic acid (46 mg, 0.30 mmol), copper(II) acetate (4 mg, 0.02 mmol) and pyridine (28 μL, 0.34 mmol) were added and the mixture was stirred at 75° C. during 96 h. The reaction was poured into ice-water mixture, basified to pH 10 with sodium carb... Reactants: C(C)(=O)O (acetic acid), COC=1C=C(C(=O)O)C=CC1 (3-methoxybenzoic acid), C=O (formalin), Cl (HCl), C(C)(=O)O (acetic acid). Run in C1(=CC=CC=C1)C (toluene). Conditions: time 14 hour. Product: COC1=CC=C2COC(=O)C2=C1 (6-Methoxyphthalide). Reaction SMILES: [CH3:1][O:2][C:3]1[CH:4]=[C:5]([CH:9]=[CH:10][CH:11]=1)[C:6]([OH:8])=[O:7].C=O.Cl.[C:15](O)(=O)C>C1(C)C=CC=CC=1>[CH3:1][O:2][C:3]1[CH:4]=[C:5]2[C:9]([CH2:15][O:7][C:6]2=[O:8])=[CH:10][CH:11]=1. Reported procedure: A mixture of 20 g (131 mmol) of 3-methoxybenzoic acid, 13 ml (160 mmol) of 37% strength formalin soln., 16 ml (162 mmol) of 37% strength HCl and 150 ml of 100% strength acetic acid is heated to 90° C., while stirring. After a clear solution has formed, the stirrer is switched off and the mixture is left at this temperature for 14 hours. The acetic acid is stripped off at 80° C. in vacuo, the residue is taken up in 150 ml of toluene and the mixture is concentrated to 80 ml. The 80° C. hot solutio... Reactants: O=C(Nc1cccc(COc2ccc(C(CC(=O)N3C(=O)OCC3Cc3ccccc3)c3ccon3)cc2)c1)c1ccc(C(F)(F)F)cc1, C1CCOC1, Cl, [Li+], [OH-], O, OO. The product is O=C(O)CC(c1ccc(OCc2cccc(NC(=O)c3ccc(C(F)(F)F)cc3)c2)cc1)c1ccon1. Reaction SMILES: [CH2:1]([CH:2]1[CH2:3][O:4][C:5](=[O:6])[N:7]1[C:14]([CH2:15][CH:16]([c:17]1[n:18][o:19][cH:20][cH:21]1)[c:22]1[cH:23][cH:24][c:25]([O:26][CH2:27][c:28]2[cH:29][c:30]([NH:34][C:35]([c:36]3[cH:37][cH:38][c:39]([C:42]([F:43])([F:44])[F:45])[cH:40][cH:41]3)=[O:46])[cH:31][cH:32][cH:33]2)[cH:47][cH:48]1)=[O:49])[c:8]1[cH:9][cH:10][cH:11][cH:12][cH:13]1.[CH2:55]1[O:56][CH2:57][CH2:58][CH2:59]1.[ClH:54].[Li+:53].[OH-:52].[OH2:60].[OH:50][OH:51]>>[C:14]([CH2:15][CH:16]([c:17]1[n:18][o:19][cH:20][cH:21]1)[c:22]1[cH:23][cH:24][c:25]([O:26][CH2:27][c:28]2[cH:29][c:30]([NH:34][C:35]([c:36]3[cH:37][cH:38][c:39]([C:42]([F:43])([F:44])[F:45])[cH:40][cH:41]3)=[O:46])[cH:31][cH:32][cH:33]2)[cH:47][cH:48]1)([OH:49])=[O:50]. Reactants: residue, Cl (HCl), N1N=CC2=CC(=CC=C12)N1C(C=C(C=C1)C1=CC=C(C=C1)C(F)(F)F)=O (1-(1H-indazol-5-yl)-4-(4-(trifluoromethyl)phenyl)pyridin-2(1H)-one), BrC[C@H]1N(CCC1)C(=O)OC(C)(C)C ((S)-tert-butyl 2-(bromomethyl)pyrrolidine-1-carboxylate), C([O-])([O-])=O.[Cs+].[Cs+] (cesium carbonate). Run in ClCCl (dichloromethane), CS(=O)C (methyl sulfoxide), O (water). Run at time 8 hour. Product: Cl.N1[C@@H](CCC1)CN1N=CC2=CC(=CC=C12)N1C(C=C(C=C1)C1=CC=C(C=C1)C(F)(F)F)=O ((S)-1-(1-(Pyrrolidin-2-ylmethyl)-1H-indazol-5-yl)-4-(4-(trifluoromethyl)phenyl)pyridin-2(1H)-one hydrochloride). Isolated yield 53.3%. RXN SMILES: [NH:1]1[C:9]2[C:4](=[CH:5][C:6]([N:10]3[CH:15]=[CH:14][C:13]([C:16]4[CH:21]=[CH:20][C:19]([C:22]([F:25])([F:24])[F:23])=[CH:18][CH:17]=4)=[CH:12][C:11]3=[O:26])=[CH:7][CH:8]=2)[CH:3]=[N:2]1.Br[CH2:28][C@@H:29]1[CH2:33][CH2:32][CH2:31][N:30]1C(OC(C)(C)C)=O.C(=O)([O-])[O-].[Cs+].[Cs+].[ClH:47]>CS(C)=O.O.ClCCl>[ClH:47].[NH:30]1[CH2:31][CH2:32][CH2:33][C@H:29]1[CH2:28][N:1]1[C:9]2[C:4](=[CH:5][C:6]([N:10]3[CH:15]=[CH:14][C:13]([C:16]4[CH:21]=[CH:20][C:19]([C:22]([F:24])([F:25])[F:23])=[CH:18][CH:17]=4)=[CH:12][C:11]3=[O:26])=[CH:7][CH:8]=2)[CH:3]=[N:2]1 |f:2.3.4,9.10|. Procedure: A mixture of 1-(1H-indazol-5-yl)-4-(4-(trifluoromethyl)phenyl)pyridin-2(1H)-one (200 mg, 0.56 mmol), (S)-tert-butyl 2-(bromomethyl)pyrrolidine-1-carboxylate (GRA-B-188) (298 mg, 1.12 mmol), and cesium carbonate (732 mg, 2.25 mmol) in methyl sulfoxide (5 mL) was stirred overnight at ambient temperature. The reaction mixture was diluted with water (20 mL) and extracted with dichloromethane (2×30 mL). The combined organic extracts were washed with brine (20 mL), dried (Na2SO4), and concentrated und... Starting materials: C(C)(=O)N1CC(C2=CC=C(C=C12)N1C(N(C(C1=O)(C)C)CC1=CC(=NC=C1)Cl)=O)(C)C (3-(1-acetyl-3,3-dimethyl-2,3-dihydro-1H-indol-6-yl)-1-[(2-chloropyridin-4-yl)methyl]-5,5-dimethylimidazolidine-2,4-dione), Cl (hydrochloric acid). The solvent is O1CCOCC1 (dioxane). Reaction conditions: temperature 70 celsius. The product is ClC1=NC=CC(=C1)CN1C(N(C(C1(C)C)=O)C1=CC=C2C(CNC2=C1)(C)C)=O (1-[(2-chloropyridin-4-yl)methyl]-3-(3,3-dimethyl-2,3-dihydro-1H-indol-6-yl)-5,5-dimethylimidazolidine-2,4-dione). Isolated yield 95.9%. Reaction SMILES: C([N:4]1[C:12]2[C:7](=[CH:8][CH:9]=[C:10]([N:13]3[C:17](=[O:18])[C:16]([CH3:20])([CH3:19])[N:15]([CH2:21][C:22]4[CH:27]=[CH:26][N:25]=[C:24]([Cl:28])[CH:23]=4)[C:14]3=[O:29])[CH:11]=2)[C:6]([CH3:31])([CH3:30])[CH2:5]1)(=O)C.Cl>O1CCOCC1>[Cl:28][C:24]1[CH:23]=[C:22]([CH2:21][N:15]2[C:16]([CH3:20])([CH3:19])[C:17](=[O:18])[N:13]([C:10]3[CH:11]=[C:12]4[C:7]([C:6]([CH3:31])([CH3:30])[CH2:5][NH:4]4)=[CH:8][CH:9]=3)[C:14]2=[O:29])[CH:27]=[CH:26][N:25]=1. Procedure details: To a solution of 2.65 g of 3-(1-acetyl-3,3-dimethyl-2,3-dihydro-1H-indol-6-yl)-1-[(2-chloropyridin-4-yl)methyl]-5,5-dimethylimidazolidine-2,4-dione obtained in stage h) below in 30 mL of dioxane are added 33 mL of aqueous 1N hydrochloric acid solution. The reaction mixture is heated at 70° C. for 17 hours and concentrated under reduced pressure. The residue is diluted with 30 mL of water and poured into saturated aqueous sodium hydrogen carbonate solution, and the precipitate formed is filtered ... Starting materials: ClC=1N=NC(=C(C1C)C)N1CCNCC1 (3-chloro-4,5-dimethyl-6-piperazin-1-yl-pyridazine), COC(=O)C=1C(=NC(=NC1)Cl)C(F)(F)F (2-chloro-4-trifluoromethyl-pyrimidine-5-carboxylic acid methyl ester), C(C)(C)N(CC)C(C)C (diisopropylethylamine). Run in O1CCOCC1 (dioxane). Run at time 18 hour. Product: COC(=O)C=1C(=NC(=NC1)N1CCN(CC1)C=1N=NC(=C(C1C)C)Cl)C(F)(F)F (2-[4-(6-chloro-4,5-dimethyl-pyridazin-3-yl)-piperazin-1-yl]-4-trifluoromethyl-pyrimidine-5-carboxylic acid methyl ester). Isolated yield 71.1%. Reaction SMILES: [Cl:1][C:2]1[N:3]=[N:4][C:5]([N:10]2[CH2:15][CH2:14][NH:13][CH2:12][CH2:11]2)=[C:6]([CH3:9])[C:7]=1[CH3:8].[CH3:16][O:17][C:18]([C:20]1[C:21]([C:27]([F:30])([F:29])[F:28])=[N:22][C:23](Cl)=[N:24][CH:25]=1)=[O:19].C(N(C(C)C)CC)(C)C>O1CCOCC1>[CH3:16][O:17][C:18]([C:20]1[C:21]([C:27]([F:30])([F:28])[F:29])=[N:22][C:23]([N:13]2[CH2:14][CH2:15][N:10]([C:5]3[N:4]=[N:3][C:2]([Cl:1])=[C:7]([CH3:8])[C:6]=3[CH3:9])[CH2:11][CH2:12]2)=[N:24][CH:25]=1)=[O:19]. Procedure: To a roundbottom flask is added 3-chloro-4,5-dimethyl-6-piperazin-1-yl-pyridazine (1 g, 4.41 mmol), 2-chloro-4-trifluoromethyl-pyrimidine-5-carboxylic acid methyl ester (2.12 g, 8.82 mmol) and diisopropylethylamine (2.3 mL, 13.23 mmol) in a dioxane (9 mL) solution and stirred for 18 h at room temperature. Filter the reaction mixture and rinse with water and ethylacetate to give 1.35 g of 2-[4-(6-chloro-4,5-dimethyl-pyridazin-3-yl)-piperazin-1-yl]-4-trifluoromethyl-pyrimidine-5-carboxylic acid me...